This data is from the Open Reaction Database (ORD), a public repository of structured organic reaction records. The task is: describe an organic reaction: reactants, conditions, products, and yield Starting materials: NC(C(=O)O)CCCC1=CC=CC=C1 ((±)-2-Amino-5-phenylpentanoic acid), L-amino acid, [OH-].[Na+] (NaOH), P(O)(O)(O)=O (phosphoric acid). Solvent: O (water). Conditions: temperature 40 celsius. Product: N[C@@H](C(=O)O)CCCC1=CC=CC=C1 (2-(R)-amino-5-phenylpentanoic acid). Isolated yield 49.5%. RXN SMILES: [NH2:1][CH:2]([CH2:6][CH2:7][CH2:8][C:9]1[CH:14]=[CH:13][CH:12]=[CH:11][CH:10]=1)[C:3]([OH:5])=[O:4].[OH-].[Na+].P(=O)(O)(O)O>O>[NH2:1][C@H:2]([CH2:6][CH2:7][CH2:8][C:9]1[CH:10]=[CH:11][CH:12]=[CH:13][CH:14]=1)[C:3]([OH:5])=[O:4] |f:1.2|. Procedure details: (±)-2-Amino-5-phenylpentanoic acid (35 g, from Example 40a) was suspended in water (3 L) and solubilized by adjust the pH to 12 with 7 N NaOH solution. The pH was readjusted to pH 8 with 1 M phosphoric acid while stiirng at 45° C. The solution was cooled to 40° C., and L-amino acid oxidase (Sigma, 0.7 unit/mg) was added. The reaction was stirred with good aeration for 2 weeks. The reaction mixture was concentrated to 500 mL under vacuum, the pH was adjusted to 5, and the precipitate was collecte... Starting materials: ice water, BrCCCN1C(C=2C(C1=O)=CC=CC2)=O (N-(3-bromopropyl)phthalimide), ClC1=CC=C(C(C2=CC=CC=C2)N2CCNCC2)C=C1 (1-(4-chlorobenzhydryl)piperazine), C([O-])([O-])=O.[K+].[K+] (potassium carbonate). The solvent is CN(C=O)C (dimethylformamide). Conditions: temperature 70 celsius, time 2.5 hour. Product: NCCCN1CCN(CC1)C(C1=CC=C(C=C1)Cl)C1=CC=CC=C1 (1-(3-aminopropyl)-4-(4-chlorobenzhydryl)piperazine). Isolated yield 102.1%. RXN SMILES: Br[CH2:2][CH2:3][CH2:4][N:5]1C(=O)C2=CC=CC=C2C1=O.[Cl:16][C:17]1[CH:35]=[CH:34][C:20]([CH:21]([N:28]2[CH2:33][CH2:32][NH:31][CH2:30][CH2:29]2)[C:22]2[CH:27]=[CH:26][CH:25]=[CH:24][CH:23]=2)=[CH:19][CH:18]=1.C(=O)([O-])[O-].[K+].[K+]>CN(C)C=O>[NH2:5][CH2:4][CH2:3][CH2:2][N:31]1[CH2:30][CH2:29][N:28]([CH:21]([C:22]2[CH:23]=[CH:24][CH:25]=[CH:26][CH:27]=2)[C:20]2[CH:19]=[CH:18][C:17]([Cl:16])=[CH:35][CH:34]=2)[CH2:33][CH2:32]1 |f:2.3.4|. Procedure details: A mixture of N-(3-bromopropyl)phthalimide (26.8 g), 1-(4-chlorobenzhydryl)piperazine (28.6 g) and anhydrous potassium carbonate (13.8 g) in dimethylformamide (150 ml) was stirred at 70° C. for 2.5 hours. After being cooled to ambient temperature, the reaction mixture was poured into ice-water. The crystalline precipitate was collected by filtration, dried and dissolved in ethanol (800 ml). To the solution was added hydrazine hydrate (11.0 g) and the mixture was refluxed for 20 hours. The reactio... Starting materials: CC(C(=O)OCC1=CC=CC=C1)(C)NC (benzyl 2-methyl-2-(methylamino)propanoate), C(C)N(C(C)C)C(C)C (N-ethyl-N-isopropylpropan-2-amine), C(N)(=O)C1=C(N=C(C(=N1)C1=CC=C(C=C1)C1=C(C=C(C=C1)CC(=O)O)Cl)C)C (2-(4′-(6-carbamoyl-3,5-dimethylpyrazin-2-yl)-2-chlorobiphenyl-4-yl)acetic acid), Cl.CN(CCCN=C=NCC)C (1-(3-Dimethylaminopropyl)-3-ethylcarbodiimide hydrochloride), N1(N=NC2=C1C=CC=C2)O (1H-benzo[d][1,2,3]triazol-1-ol), C(C)N(C(C)C)C(C)C (N-ethyl-N-isopropylpropan-2-amine). Run in CN(C)C=O (DMF), CN(C)C=O (DMF). Run at time 20 hour. Yields the product C(N)(=O)C1=C(N=C(C(=N1)C1=CC=C(C=C1)C1=C(C=C(C=C1)CC(=O)N(C)C(C(=O)OCC1=CC=CC=C1)(C)C)Cl)C)C (Benzyl 2-(2-(4′-(6-carbamoyl-3,5-dimethylpyrazin-2-yl)-2-chlorobiphenyl-4-yl)-N-methylacetamido)-2-methylpropanoate). As a reaction SMILES: CC(NC)(C)[C:3]([O:5][CH2:6][C:7]1[CH:12]=[CH:11][CH:10]=[CH:9][CH:8]=1)=[O:4].[CH2:16]([N:18]([CH:22](C)C)[CH:19]([CH3:21])[CH3:20])C.[C:25]([C:28]1[N:33]=[C:32]([C:34]2[CH:39]=[CH:38][C:37]([C:40]3[CH:45]=[CH:44][C:43]([CH2:46]C(O)=O)=[CH:42][C:41]=3[Cl:50])=[CH:36][CH:35]=2)[C:31]([CH3:51])=[N:30][C:29]=1[CH3:52])(=[O:27])[NH2:26].Cl.CN(C)CCCN=C=NCC.N1([OH:74])C2C=CC=CC=2N=N1>CN(C=O)C>[C:25]([C:28]1[N:33]=[C:32]([C:34]2[CH:35]=[CH:36][C:37]([C:40]3[CH:45]=[CH:44][C:43]([CH2:46][C:16]([N:18]([C:19]([CH3:20])([CH3:21])[C:3]([O:5][CH2:6][C:7]4[CH:12]=[CH:11][CH:10]=[CH:9][CH:8]=4)=[O:4])[CH3:22])=[O:74])=[CH:42][C:41]=3[Cl:50])=[CH:38][CH:39]=2)[C:31]([CH3:51])=[N:30][C:29]=1[CH3:52])(=[O:27])[NH2:26] |f:3.4|. Reported procedure: A mixture of benzyl 2-methyl-2-(methylamino)propanoate (118 mg, 0.57 mmol) and N-ethyl-N-isopropylpropan-2-amine (99 μL, 0.57 mmol) in DMF (342 μL) were treated with a solution of 2-(4′-(6-carbamoyl-3,5-dimethylpyrazin-2-yl)-2-chlorobiphenyl-4-yl)acetic acid (Example 1; 205 mg, 0.52 mmol), 1-(3-Dimethylaminopropyl)-3-ethylcarbodiimide hydrochloride (124 mg, 0.65 mmol), 1H-benzo[d][1,2,3]triazol-1-ol (70.0 mg, 0.52 mmol) and N-ethyl-N-isopropylpropan-2-amine (99 μL, 0.57 mmol) in DMF (2049 μL) at... Reactants: CC=1C=C(N=NC1)C1=CC=CC=C1 (5-methyl-3-phenylpyridazine), ClC1=CC(=CC=C1)C(=O)OO (m-chloroperbenzoic acid). Run in C(Cl)(Cl)Cl (CHCl3). Product: CC=1C=C(N=[N+](C1)[O-])C1=CC=CC=C1 (5-methyl-3-phenylpyridazine-1-oxide). The yield is 73.1%. As a reaction SMILES: [CH3:1][C:2]1[CH:3]=[C:4]([C:8]2[CH:13]=[CH:12][CH:11]=[CH:10][CH:9]=2)[N:5]=[N:6][CH:7]=1.ClC1C=CC=C(C(OO)=[O:22])C=1>C(Cl)(Cl)Cl>[CH3:1][C:2]1[CH:3]=[C:4]([C:8]2[CH:9]=[CH:10][CH:11]=[CH:12][CH:13]=2)[N:5]=[N+:6]([O-:22])[CH:7]=1. Procedure: To a solution of 5-methyl-3-phenylpyridazine (2.0 g) in 40 mL of CHCl3 is added m-chloroperbenzoic acid (2.9 g, 80% pure). The solution is permitted to stand at room temperature until the reaction is complete. The precipitate which forms during the reaction period is removed by filtration, and the filtrate diluted with ether. The ether solution is then washed sequentially with 10% aqueous sodium sulfite, saturated sodium bicarbonate, and saturated brine. The washed liquid is dried over MgSO4 and...